describe an organic reaction: reactants, conditions, products, and yield From a dataset of the Open Reaction Database (ORD), a public repository of structured organic reaction records. Reactants: FC(C=1C=C(OC=2C=C3C=C(NC3=CC2)C(=O)OCC)C=CC1)(F)F (Ethyl 5-(3-trifluoromethylphenoxy)indole-2-carboxylate). Solvent: [OH-].[Na+] (NaOH). Product: FC(C=1C=C(OC=2C=C3C=C(NC3=CC2)C(=O)O)C=CC1)(F)F (5-(3-trifluoromethylphenoxy)indole-2-carboxylic acid). Reaction SMILES: [F:1][C:2]([F:25])([F:24])[C:3]1[CH:4]=[C:5]([CH:21]=[CH:22][CH:23]=1)[O:6][C:7]1[CH:8]=[C:9]2[C:13](=[CH:14][CH:15]=1)[NH:12][C:11]([C:16]([O:18]CC)=[O:17])=[CH:10]2>[OH-].[Na+]>[F:24][C:2]([F:1])([F:25])[C:3]1[CH:4]=[C:5]([CH:21]=[CH:22][CH:23]=1)[O:6][C:7]1[CH:8]=[C:9]2[C:13](=[CH:14][CH:15]=1)[NH:12][C:11]([C:16]([OH:18])=[O:17])=[CH:10]2 |f:1.2|. Procedure details: Ethyl 5-(3-trifluoromethylphenoxy)indole-2-carboxylate (0.8 g, 2.29 mmol) was hydrolysed in methanolic NaOH (3.2M, 4.0 mL) at reflux, for 1 hr. After work-up the product: 5-(3-trifluoromethylphenoxy)indole-2-carboxylic acid was obtained as an almost white solid, 0.73 g (ca 100%). The reactants are C1CCC12CC(OCC2)O (7-Oxaspiro[3.5]nonan-6-ol), [OH-].[Na+] (sodium hydroxide), FC(C(=O)O)(F)F.C1(=CC=C(C=C1)NC1CCNCC1)C (4-(p-toluidino)piperidine trifluoroacetate), C(C)(=O)O[BH-](OC(C)=O)OC(C)=O.[Na+] (sodium triacetoxyborohydride). The solvent is O1CCCC1 (tetrahydrofuran), C(C)N(CC)CC (triethylamine), O1CCCC1 (tetrahydrofuran). Reaction conditions: time 5 minute. Product: C1(=CC=C(C=C1)NC1CCN(CC1)CCC1(CCC1)CCO)C (2-[1-[2-[4-(p-Toluidino)piperidin-1-yl]ethyl]cyclobutyl]ethanol). Isolated yield 75.6%. RXN SMILES: FC(F)(F)C(O)=O.[C:8]1([CH3:21])[CH:13]=[CH:12][C:11]([NH:14][CH:15]2[CH2:20][CH2:19][NH:18][CH2:17][CH2:16]2)=[CH:10][CH:9]=1.[CH2:22]1[C:25]2([CH2:30][CH2:29][O:28][CH:27](O)[CH2:26]2)[CH2:24][CH2:23]1.C(O[BH-](OC(=O)C)OC(=O)C)(=O)C.[Na+].[OH-].[Na+]>O1CCCC1.C(N(CC)CC)C>[C:8]1([CH3:21])[CH:9]=[CH:10][C:11]([NH:14][CH:15]2[CH2:20][CH2:19][N:18]([CH2:29][CH2:30][C:25]3([CH2:26][CH2:27][OH:28])[CH2:22][CH2:23][CH2:24]3)[CH2:17][CH2:16]2)=[CH:12][CH:13]=1 |f:0.1,3.4,5.6|. Procedure: To a suspension of 4-(p-toluidino)piperidine trifluoroacetate (418 mg) (synthesized in Preparation Example 4-5) in tetrahydrofuran (3 mL) was added triethylamine (0.28 mL). The solution was stirred at room temperature for 5 minutes. Then, 7-oxaspiro[3.5]nonan-6-ol (104 mg) (synthesized in Example 65) in tetrahydrofuran (3 mL) was added to the solution and it was stirred at room temperature for additional 10 minutes. The reaction solution was ice-cooled and sodium triacetoxyborohydride (424 mg) w... The reactants are O=C([O-])O, C1CCNC1, CC(Cl)Cl, Cc1c(N)ccc2cc(C=O)cnc12, [Na+]. The product is Cc1c(N)ccc2cc(CN3CCCC3)cnc12. Reaction SMILES: [C:20](=[O:21])([O-:22])[OH:23].[CH2:15]1[CH2:16][CH2:17][NH:18][CH2:19]1.[Cl:25][CH:26]([Cl:27])[CH3:28].[NH2:1][c:2]1[cH:3][cH:4][c:5]2[cH:6][c:7]([CH:13]=[O:14])[cH:8][n:9][c:10]2[c:11]1[CH3:12].[Na+:24]>>[NH2:1][c:2]1[cH:3][cH:4][c:5]2[cH:6][c:7]([CH2:13][N:18]3[CH2:17][CH2:16][CH2:15][CH2:19]3)[cH:8][n:9][c:10]2[c:11]1[CH3:12]. Reactants: O (water), BrC1=C(C=C(C(=O)OCC)C=C1)C (ethyl 4-bromo-3-methylbenzoate), tetrakistriphenylphosphine palladium, C([O-])([O-])=O.[Na+].[Na+] (sodium carbonate), C1(=CC=CC=C1)B(O)O (phenylboronic acid). Run in C1(=CC=CC=C1)C (toluene). Conditions: time 2 hour. Product: CC1=C(C=CC(=C1)C(=O)OCC)C1=CC=CC=C1 (ethyl 2-methylbiphenyl-4-carboxylate). The yield is 99.2%. RXN SMILES: O.C(=O)([O-])[O-].[Na+].[Na+].[C:8]1(B(O)O)[CH:13]=[CH:12][CH:11]=[CH:10][CH:9]=1.Br[C:18]1[CH:28]=[CH:27][C:21]([C:22]([O:24][CH2:25][CH3:26])=[O:23])=[CH:20][C:19]=1[CH3:29]>C1(C)C=CC=CC=1>[CH3:29][C:19]1[CH:20]=[C:21]([C:22]([O:24][CH2:25][CH3:26])=[O:23])[CH:27]=[CH:28][C:18]=1[C:8]1[CH:13]=[CH:12][CH:11]=[CH:10][CH:9]=1 |f:1.2.3|. Procedure: Into 150 ml of water were suspended 55.9 g of sodium carbonate and 38.6 g of phenylboronic acid. Thereto was added 51.4 g of ethyl 4-bromo-3-methylbenzoate dissolved in 400 ml of toluene and then was added 4.0 g of tetrakistriphenylphosphine palladium, followed by 2 hours of reflux with heating. After the reaction solution was cooled to room temperature, filtration was conducted using celite, water was added to the filtrate and the organic layer was extracted with toluene. After the organic laye... Conditions: time 30 minute. Procedure details: To a solution of acetamide (2) (145 mg, 0.37 mmol) in CH2Cl2 (5 mL), m-CPBA (500 mg) was added. The reaction mixture was stirred at room temperature for 30 min. and aq. NaHCO3 (10 mL) was added and the organic layer separated and washed with water (2×10 mL), dried (Na2SO4) and concentrated to obtain the title compound as a white solid. (35%); 1H NMR (CDCl3) δ 7.8 (2H, m), 4.33 and 4.46 (2H each, m), 2.12 (3H, s); MS (M+) 428. Run in C(Cl)Cl (CH2Cl2). Product: ClC1=C(C(=CC(=C1)C(F)(F)F)Cl)N1N=C2C(=C1NC(C)=O)CS(C2)=O (N-{2-[2,6-Dichloro-4-(trifluoromethyl)phenyl]-5-oxo-4,6-dihydrothieno-[3,4-c]pyrazol-3-yl}acetamide). As a reaction SMILES: [Cl:1][C:2]1[CH:7]=[C:6]([C:8]([F:11])([F:10])[F:9])[CH:5]=[C:4]([Cl:12])[C:3]=1[N:13]1[C:17]([NH:18][C:19](=[O:21])[CH3:20])=[C:16]2[CH2:22][S:23][CH2:24][C:15]2=[N:14]1.C1C=C(Cl)C=C(C(OO)=[O:33])C=1.C([O-])(O)=O.[Na+]>C(Cl)Cl>[Cl:1][C:2]1[CH:7]=[C:6]([C:8]([F:10])([F:11])[F:9])[CH:5]=[C:4]([Cl:12])[C:3]=1[N:13]1[C:17]([NH:18][C:19](=[O:21])[CH3:20])=[C:16]2[CH2:22][S:23](=[O:33])[CH2:24][C:15]2=[N:14]1 |f:2.3|. Reactants: ClC1=C(C(=CC(=C1)C(F)(F)F)Cl)N1N=C2C(=C1NC(C)=O)CSC2 (N-{2-[2,6-Dichloro-4-(trifluoromethyl)phenyl]-4,6-dihydrothieno[3,4-c]pyrazol-3-yl}acetamide), C1=CC(=CC(=C1)Cl)C(=O)OO (m-CPBA), C(=O)(O)[O-].[Na+] (NaHCO3).